This data is from the Open Reaction Database (ORD), a public repository of structured organic reaction records. The task is: describe an organic reaction: reactants, conditions, products, and yield Reactants: COC([C@@H](N)CC1=CNC2=CC=CC=C12)=O (racemic tryptophan methyl ester), C(C)C1=CC=C(C=O)C=C1 (4-ethylbenzaldehyde). Yields the product C(C)C1=CC=C(C=C1)C1NC(CC2=C1NC1=CC=CC=C21)C(=O)OC (Methyl 1,2,3,4-tetrahydro-1-(4-ethylphenyl)-9H-pyrido[3,4-b]indole-3-carboxylate). As a reaction SMILES: [CH3:1][O:2][C:3](=[O:16])[C@H:4]([CH2:6][C:7]1[C:15]2[C:10](=[CH:11][CH:12]=[CH:13][CH:14]=2)[NH:9][CH:8]=1)[NH2:5].[CH2:17]([C:19]1[CH:26]=[CH:25][C:22]([CH:23]=O)=[CH:21][CH:20]=1)[CH3:18]>>[CH2:17]([C:19]1[CH:26]=[CH:25][C:22]([CH:23]2[C:8]3[NH:9][C:10]4[C:15]([C:7]=3[CH2:6][CH:4]([C:3]([O:2][CH3:1])=[O:16])[NH:5]2)=[CH:14][CH:13]=[CH:12][CH:11]=4)=[CH:21][CH:20]=1)[CH3:18]. Procedure details: The same method but starting from racemic tryptophan methyl ester and 4-ethylbenzaldehyde gave the cis and trans isomer of the title compound. Cis isomer:white solid 1H NMR (CDCl3)δ(ppm):7.65-7.1 (m, 9H, H aromatic); 5.25 (brs, 1H, H-1); 4 (dd, 1H, H-3); 3.9 (s, 3H, CO2CH3); 3.4 (ddd, 1H, H-4); 3.1 (m, 1H, H-4); 2.7 (q, 2H, CH2CH3) 1.4 (t, 3H, CH2CH3). Trans isomer:white solid m.p.:187° C. Yield: 53.2%. Yields the product CN1CCN(CC1)C1=NC(=NC=C1)NC=1C=CC2=C(N=C(S2)NC(C2=CC=CC=C2)=O)C1 (N-{5-[4-(4-Methylpiperazin-1-yl)pyrimidin-2-ylamino]benzothiazol-2-yl}benzamide), solid. Procedure: N-{5-[4-(4-Methylpiperazin-1-yl)pyrimidin-2-ylamino]benzothiazol-2-yl}benzamide was prepared by heating a mixture of N-(5-aminobenzothiazol-2-yl)benzamide (IM 5, 50 mg, 0.186 mmol) and 2-chloro-4-(4-methylpiperazin1-yl)pyrimidine (IM 10, 40 mg, 0.186 mmol) in ethanol (3 mL) to 80° C. for 4 days. Brine (25 mL) and saturated sodium hydrogencarbonate solution (25 mL) were, added and the product was extracted with chloroform (3×40 mL) and ethyl acetate (40 mL). The combined organic phases were dried... As a reaction SMILES: [NH2:1][C:2]1[CH:3]=[CH:4][C:5]2[S:9][C:8]([NH:10][C:11](=[O:18])[C:12]3[CH:17]=[CH:16][CH:15]=[CH:14][CH:13]=3)=[N:7][C:6]=2[CH:19]=1.Cl[C:21]1[N:26]=[C:25]([N:27]2[CH2:32][CH2:31][N:30]([CH3:33])[CH2:29][CH2:28]2)[CH:24]=[CH:23][N:22]=1.C(=O)([O-])O.[Na+]>C(O)C.[Cl-].[Na+].O>[CH3:33][N:30]1[CH2:29][CH2:28][N:27]([C:25]2[CH:24]=[CH:23][N:22]=[C:21]([NH:1][C:2]3[CH:3]=[CH:4][C:5]4[S:9][C:8]([NH:10][C:11](=[O:18])[C:12]5[CH:17]=[CH:16][CH:15]=[CH:14][CH:13]=5)=[N:7][C:6]=4[CH:19]=3)[N:26]=2)[CH2:32][CH2:31]1 |f:2.3,5.6.7|. The solvent is C(C)O (ethanol), [Cl-].[Na+].O (Brine). Reactants: NC=1C=CC2=C(N=C(S2)NC(C2=CC=CC=C2)=O)C1 (N-(5-aminobenzothiazol-2-yl)benzamide), ClC1=NC=CC(=N1)N1CCN(CC1)C (2-chloro-4-(4-methylpiperazin1-yl)pyrimidine), C(O)([O-])=O.[Na+] (sodium hydrogencarbonate). Starting materials: O=C1C(=CC(=C2N1CCSC1=C2SC=C1)C(=O)OCCN(C)C)C1=CC=CC=C1 (2-(dimethylamino)ethyl 5,6-dihydro-8-oxo-9-phenyl-8H-pyrido[1,2-d]thieno[2,3-f][1,4]thiazepine-11-carboxylate), Cl (hydrochloric acid), ClC1=CC(=CC=C1)C(=O)OO (m-chloroperbenzoic acid). Solvent: C(Cl)Cl (methylene chloride), C(Cl)Cl (methylene chloride). Reaction conditions: time 15 minute. Yields the product Cl.O=C1C(=CC(=C2N1CCS(C1=C2SC=C1)=O)C(=O)OCCN(C)C)C1=CC=CC=C1 (2-(dimethylamino)ethyl 5,6-dihydro-8-oxo-9-phenyl-8H-pyrido[1,2-d]thieno[2,3-f][1,4]thiazepine-11-carboxylate 4-oxide hydrochloride). Reaction SMILES: [O:1]=[C:2]1[N:7]2[CH2:8][CH2:9][S:10][C:11]3[CH:15]=[CH:14][S:13][C:12]=3[C:6]2=[C:5]([C:16]([O:18][CH2:19][CH2:20][N:21]([CH3:23])[CH3:22])=[O:17])[CH:4]=[C:3]1[C:24]1[CH:29]=[CH:28][CH:27]=[CH:26][CH:25]=1.Cl.[Cl:31]C1C=CC=C(C(OO)=[O:39])C=1>C(Cl)Cl>[ClH:31].[O:1]=[C:2]1[N:7]2[CH2:8][CH2:9][S:10](=[O:39])[C:11]3[CH:15]=[CH:14][S:13][C:12]=3[C:6]2=[C:5]([C:16]([O:18][CH2:19][CH2:20][N:21]([CH3:23])[CH3:22])=[O:17])[CH:4]=[C:3]1[C:24]1[CH:25]=[CH:26][CH:27]=[CH:28][CH:29]=1 |f:4.5|. Procedure details: 3.8 g of 2-(dimethylamino)ethyl 5,6-dihydro-8-oxo-9-phenyl-8H-pyrido[1,2-d]thieno[2,3-f][1,4]thiazepine-11-carboxylate in 90 ml of methylene chloride were treated with 9 ml of 3N ethanolic hydrochloric acid, whereupon the mixture was cooled to -10°. The mixture was treated dropwise with 1.72 g of about 90 percent m-chloroperbenzoic acid in 45 ml of methylene chloride. After warming to room temperature, the mixture was washed with 100 ml of 5 percent sodium hydrogen carbonate solution, dried over... Starting materials: C(C)C(CC)(C)N=C=NC=1C=NC=CC1 (N-(1-ethyl-1- methylpropyl)-N'-3-pyridylcarbodiimide), C(C)(C)(C)N=C=NC=1C=NC=CC1 (N-tert-butyl-N'-3-pyridylcarbodiimide). The product is C(#N)N=C(NC(CC)(C)CC)NC=1C=NC=CC1 (N"-cyano-N-(1-ethyl-1-methylpropyl)-N'-3-pyridylguanidine). Reaction SMILES: [CH2:1]([C:3]([N:7]=[C:8]=[N:9][C:10]1[CH:11]=[N:12][CH:13]=[CH:14][CH:15]=1)([CH3:6])[CH2:4][CH3:5])[CH3:2].C([N:20]=[C:21]=[N:22]C1C=NC=CC=1)(C)(C)C>>[C:21]([N:22]=[C:8]([NH:9][C:10]1[CH:11]=[N:12][CH:13]=[CH:14][CH:15]=1)[NH:7][C:3]([CH2:4][CH3:5])([CH3:6])[CH2:1][CH3:2])#[N:20]. Procedure details: By following the procedure of Example 1, but substituting N-(1-ethyl-1- methylpropyl)-N'-3-pyridylcarbodiimide for the N-tert-butyl-N'-3-pyridylcarbodiimide, the N"-cyano-N-(1-ethyl-1-methylpropyl)-N'-3-pyridylguanidine was obtained with a melting point of 184.5°-186.0° C. Procedure details: A solution of tin (II) chloride dihydrate (9.50 g) and 4-(4-bromophenyl)-8-nitroquinoline (4.60 g) in 50 mL absolute ethanol was refluxed for 6 hours. The reaction mixture was cooled to room temperature and then made alkaline with 30% KOH solution. The precipitated solid was filtered off, and dissolved in chloroform. The filtrate was extracted with ether. The ether extract and chloroform solution were combined and dried over MgSO4. Evaporation gave a solid with 1H-NMR spectral signals consistent... Solvent: C(C)O (ethanol). The reactants are O.O.[Sn](Cl)Cl (tin (II) chloride dihydrate), BrC1=CC=C(C=C1)C1=CC=NC2=C(C=CC=C12)[N+](=O)[O-] (4-(4-bromophenyl)-8-nitroquinoline), [OH-].[K+] (KOH). Product: NC=1C=CC=C2C(=CC=NC12)C1=CC=C(C=C1)Br (8-amino-4-(4-bromophenyl)quinoline). RXN SMILES: O.O.[Sn](Cl)Cl.[Br:6][C:7]1[CH:12]=[CH:11][C:10]([C:13]2[C:22]3[C:17](=[C:18]([N+:23]([O-])=O)[CH:19]=[CH:20][CH:21]=3)[N:16]=[CH:15][CH:14]=2)=[CH:9][CH:8]=1.[OH-].[K+]>C(O)C>[NH2:23][C:18]1[CH:19]=[CH:20][CH:21]=[C:22]2[C:17]=1[N:16]=[CH:15][CH:14]=[C:13]2[C:10]1[CH:11]=[CH:12][C:7]([Br:6])=[CH:8][CH:9]=1 |f:0.1.2,4.5|.